Dataset: the Open Reaction Database (ORD), a public repository of structured organic reaction records. Task: describe an organic reaction: reactants, conditions, products, and yield Starting materials: C1(=CC=CC=C1)C(CO)OCCC (2-phenyl-2-propoxyethanol), COC(CO)C1=CC=CC=C1 (2-methoxy-2-phenylethanol). The product is C1(=CC=CC=C1)C(C=O)OC (2-phenyl-2-methoxyethanal). Isolated yield 69.8%. As a reaction SMILES: [C:1]1([CH:7]([O:10][CH2:11]CC)[CH2:8][OH:9])[CH:6]=[CH:5][CH:4]=[CH:3][CH:2]=1.COC(C1C=CC=CC=1)CO>>[C:1]1([CH:7]([O:10][CH3:11])[CH:8]=[O:9])[CH:6]=[CH:5][CH:4]=[CH:3][CH:2]=1. Procedure details: The procedure in Example 3 was repeated except that 180.25 g of 2-phenyl-2-propoxyethanol was replaced with 152 g of 2-methoxy-2-phenylethanol, to obtain 104.8 g of 2-phenyl-2-methoxyethanal (yield: 69%). The reactants are CC(=O)O[BH-](OC(C)=O)OC(C)=O, O=C(Nc1ccc2c(c1)CCNC2)c1ccccc1-c1ccc(C(F)(F)F)cc1, ClCCl, CC(=O)O, O=CCc1ccccc1, ClCCCl, [Na+]. The product is O=C(Nc1ccc2c(c1)CCN(CCc1ccccc1)C2)c1ccccc1-c1ccc(C(F)(F)F)cc1. RXN SMILES: [C:39]([O:40][BH-:41]([O:42][C:43](=[O:44])[CH3:45])[O:46][C:47](=[O:48])[CH3:49])(=[O:50])[CH3:51].[CH2:1]1[NH:2][CH2:3][CH2:4][c:5]2[cH:6][c:7]([NH:11][C:12](=[O:13])[c:14]3[c:15](-[c:20]4[cH:21][cH:22][c:23]([C:26]([F:27])([F:28])[F:29])[cH:24][cH:25]4)[cH:16][cH:17][cH:18][cH:19]3)[cH:8][cH:9][c:10]21.[CH2:61]([Cl:62])[Cl:63].[CH3:53][C:54](=[O:55])[OH:56].[CH:30](=[O:31])[CH2:32][c:33]1[cH:34][cH:35][cH:36][cH:37][cH:38]1.[Cl:57][CH2:58][CH2:59][Cl:60].[Na+:52]>>[CH2:1]1[N:2]([CH2:30][CH2:32][c:33]2[cH:34][cH:35][cH:36][cH:37][cH:38]2)[CH2:3][CH2:4][c:5]2[cH:6][c:7]([NH:11][C:12](=[O:13])[c:14]3[c:15](-[c:20]4[cH:21][cH:22][c:23]([C:26]([F:27])([F:28])[F:29])[cH:24][cH:25]4)[cH:16][cH:17][cH:18][cH:19]3)[cH:8][cH:9][c:10]21. Reaction SMILES: [C:27]([OH:28])(=[O:29])[CH3:30].[CH3:25][OH:26].[H:23][H:24].[NH2:1][c:2]1[n:3][cH:4][cH:5][c:6]([CH2:8][O:9][c:10]2[cH:11][cH:12][c:13]([N+:20]([O-:21])=[O:22])[c:14]3[cH:15][cH:16][cH:17][cH:18][c:19]23)[cH:7]1>>[NH2:1][c:2]1[n:3][cH:4][cH:5][c:6]([CH2:8][O:9][c:10]2[cH:11][cH:12][c:13]([NH2:20])[c:14]3[cH:15][cH:16][cH:17][cH:18][c:19]23)[cH:7]1. Starting materials: CC(=O)O, CO, [H][H], Nc1cc(COc2ccc([N+](=O)[O-])c3ccccc23)ccn1. The product is Nc1cc(COc2ccc(N)c3ccccc23)ccn1.